describe an organic reaction: reactants, conditions, products, and yield From a dataset of the Open Reaction Database (ORD), a public repository of structured organic reaction records. Reactants: [Ca+2], O, O=C([O-])CCC(NC(=O)c1cncc(O)c1)C(=O)[O-]. Yields the product O=C(O)CCC(NC(=O)c1cccnc1)C(=O)O. As a reaction SMILES: [Ca+2:20].[OH2:21].[OH:1][c:2]1[cH:3][n:4][cH:5][c:6]([C:7](=[O:8])[NH:9][CH:10]([CH2:11][CH2:12][C:13](=[O:14])[O-:15])[C:16](=[O:17])[O-:18])[cH:19]1>>[cH:2]1[cH:3][n:4][cH:5][c:6]([C:7](=[O:8])[NH:9][CH:10]([CH2:11][CH2:12][C:13](=[O:14])[OH:15])[C:16](=[O:17])[OH:18])[cH:19]1. Reactants: CC(=O)CC(C)C, CC(=CC(C)C)c1sccc1N, CC(=CC(C)C)c1sccc1N. Product: C=C(CC(C)C)c1sccc1N. RXN SMILES: [CH3:25][CH:26]([CH3:27])[CH2:28][C:29](=[O:30])[CH3:31].[NH2:13][c:14]1[cH:15][cH:16][s:17][c:18]1[C:19](=[CH:20][CH:21]([CH3:22])[CH3:23])[CH3:24].[NH2:1][c:2]1[c:3]([C:7]([CH3:8])=[CH:9][CH:10]([CH3:11])[CH3:12])[s:4][cH:5][cH:6]1>>[NH2:1][c:2]1[c:3]([C:7](=[CH2:8])[CH2:9][CH:10]([CH3:11])[CH3:12])[s:4][cH:5][cH:6]1. Reactants: ClCC(=O)Cl (chloroacetyl chloride), [Cl-].[Al+3].[Cl-].[Cl-] (aluminum chloride), O (water), C(C)(C)C1=C(OCC(=O)NC=2SC3=C(N2)C=CC=C3)C=CC=C1 (2-(2-isopropylphenoxymethylcarbonylamino)benzothiazole). The solvent is ClCCCl (1,2-dichloroethane), CCCCCC (n-hexane). Conditions: time 20 minute. Yields the product C(C)(C)C1=C(OCC(=O)NC=2SC3=C(N2)C=CC=C3)C=CC(=C1)C(CCl)=O (2-[2-isopropyl-4-(2-chloroacetyl)phenoxymethylcarbonylamino]benzothiazole). RXN SMILES: [Cl:1][CH2:2][C:3](Cl)=[O:4].[Cl-].[Al+3].[Cl-].[Cl-].[CH:10]([C:13]1[CH:32]=[CH:31][CH:30]=[CH:29][C:14]=1[O:15][CH2:16][C:17]([NH:19][C:20]1[S:21][C:22]2[CH:28]=[CH:27][CH:26]=[CH:25][C:23]=2[N:24]=1)=[O:18])([CH3:12])[CH3:11].O>ClCCCl.CCCCCC>[CH:10]([C:13]1[CH:32]=[C:31]([C:3](=[O:4])[CH2:2][Cl:1])[CH:30]=[CH:29][C:14]=1[O:15][CH2:16][C:17]([NH:19][C:20]1[S:21][C:22]2[CH:28]=[CH:27][CH:26]=[CH:25][C:23]=2[N:24]=1)=[O:18])([CH3:12])[CH3:11] |f:1.2.3.4|. Reported procedure: To a solution of chloroacetyl chloride (10.0 ml) in anhydrous 1,2-dichloroethane (250 ml) is added aluminum chloride (12 g) at room temperature, and the mixture is stirred for 20 minutes. To the mixture is added at once 2-(2-isopropylphenoxymethylcarbonylamino)benzothiazole (20 g), and the mixture is stirred at room temperature for one hour. The reaction mixture is poured into water, and thereto is added n-hexane. The precipitates are collected by filtration, washed with water, and dried to give... The reactants are C1CCOC1, COC(=O)c1ccc(-c2cc(CCl)on2)cc1, Cl, [H-], [Na+], SCCOc1ccccc1. Yields the product COC(=O)c1ccc(-c2cc(CSCCOc3ccccc3)on2)cc1. RXN SMILES: [CH2:31]1[O:32][CH2:33][CH2:34][CH2:35]1.[CH3:13][O:14][C:15]([c:16]1[cH:17][cH:18][c:19](-[c:22]2[n:23][o:24][c:25]([CH2:27][Cl:28])[cH:26]2)[cH:20][cH:21]1)=[O:29].[ClH:30].[H-:2].[Na+:1].[O:3]([c:4]1[cH:5][cH:6][cH:7][cH:8][cH:9]1)[CH2:10][CH2:11][SH:12]>>[O:3]([c:4]1[cH:5][cH:6][cH:7][cH:8][cH:9]1)[CH2:10][CH2:11][S:12][CH2:27][c:25]1[o:24][n:23][c:22](-[c:19]2[cH:18][cH:17][c:16]([C:15]([O:14][CH3:13])=[O:29])[cH:21][cH:20]2)[cH:26]1.